This data is from the Open Reaction Database (ORD), a public repository of structured organic reaction records. The task is: describe an organic reaction: reactants, conditions, products, and yield Starting materials: FC(C1CC(C1)(C(=O)OCC)C)F (Ethyl 3-(difluoromethyl)-1-methylcyclobutanecarboxylate), [OH-].[Na+] (NaOH). Solvent: C1CCOC1 (THF), O (water). Yields the product FC(C1CC(C1)(C(=O)O)C)F (3-(Difluoromethyl)-1-methylcyclobutanecarboxylic acid). RXN SMILES: [F:1][CH:2]([F:13])[CH:3]1[CH2:6][C:5]([CH3:12])([C:7]([O:9]CC)=[O:8])[CH2:4]1.[OH-].[Na+]>C1COCC1.O>[F:1][CH:2]([F:13])[CH:3]1[CH2:4][C:5]([CH3:12])([C:7]([OH:9])=[O:8])[CH2:6]1 |f:1.2|. Reported procedure: A solution of Intermediate 258D (0.07 g, 0.364 mmol) and NaOH (0.036 g, 0.910 mmol) in THF (2 mL) and water (1 mL) was stirred at RT for 16 h. The volatiles were evaporated under reduced pressure, the pH was adjusted to =3 with a 1.0N aq. solution of HCl, and the aqueous layer was extracted with EtOAc (3×10 mL). The combined organic layers were washed with water, brine, dried over Na2SO4, filtered and concentrated to afford Intermediate 258E (0.05 g, 84%, a mixture of cis and trans isomers) as a... Starting materials: [Br-], Clc1ccc(CBr)cc1Cl, CC(C)c1nc2c([nH]1)CCCC2=O, CCCC[N+](CCCC)(CCCC)CCCC, Cc1ccccc1, [Na+], [OH-]. The product is CC(C)c1nc2c(n1Cc1ccc(Cl)c(Cl)c1)C(=O)CCC2. RXN SMILES: [Br-:26].[Br:14][CH2:15][c:16]1[cH:17][c:18]([Cl:23])[c:19]([Cl:22])[cH:20][cH:21]1.[CH3:1][CH:2]([CH3:3])[c:4]1[n:5][c:6]2[c:7]([nH:8]1)[CH2:9][CH2:10][CH2:11][C:12]2=[O:13].[CH3:27][CH2:28][CH2:29][CH2:30][N+:31]([CH2:32][CH2:33][CH2:34][CH3:35])([CH2:36][CH2:37][CH2:38][CH3:39])[CH2:40][CH2:41][CH2:42][CH3:43].[CH3:44][c:45]1[cH:46][cH:47][cH:48][cH:49][cH:50]1.[Na+:25].[OH-:24]>>[CH3:1][CH:2]([CH3:3])[c:4]1[n:5]([CH2:15][c:16]2[cH:17][c:18]([Cl:23])[c:19]([Cl:22])[cH:20][cH:21]2)[c:6]2[c:7]([n:8]1)[CH2:9][CH2:10][CH2:11][C:12]2=[O:13]. The reactants are [BH4-], O=Cc1cccc(C(=O)O)c1, CC(=O)O, Nc1cccc(CNC(=O)c2ccc(-c3ccccc3)cc2)c1, [Na+]. Product: O=C(O)c1cccc(CNc2cccc(CNC(=O)c3ccc(-c4ccccc4)cc3)c2)c1. As a reaction SMILES: [BH4-:35].[C:24](=[O:25])([OH:26])[c:27]1[cH:28][c:29]([CH:30]=[O:31])[cH:32][cH:33][cH:34]1.[CH3:37][C:38](=[O:39])[OH:40].[NH2:1][c:2]1[cH:3][c:4]([CH2:5][NH:6][C:7](=[O:8])[c:9]2[cH:10][cH:11][c:12](-[c:15]3[cH:16][cH:17][cH:18][cH:19][cH:20]3)[cH:13][cH:14]2)[cH:21][cH:22][cH:23]1.[Na+:36]>>[NH:1]([c:2]1[cH:3][c:4]([CH2:5][NH:6][C:7](=[O:8])[c:9]2[cH:10][cH:11][c:12](-[c:15]3[cH:16][cH:17][cH:18][cH:19][cH:20]3)[cH:13][cH:14]2)[cH:21][cH:22][cH:23]1)[CH2:30][c:29]1[cH:28][c:27]([C:24](=[O:25])[OH:26])[cH:34][cH:33][cH:32]1. Reactants: BrC=1C=NC=2N(C1)N=C(C2)C(=O)O (6-bromo-pyrazolo[1,5-a]pyrimidine-2-carboxylic acid), N1=CC=C(C=C1)C=1C=C2CCNCC2=CC1 (6-Pyridin-4-yl-1,2,3,4-tetrahydro-isoquinoline). Yields the product BrC=1C=NC=2N(C1)N=C(C2)C(=O)N2CC1=CC=C(C=C1CC2)C2=CC=NC=C2 ((6-Bromo-pyrazolo[1,5-a]pyrimidin-2-yl)-(6-pyridin-4-yl-3,4-dihydro-1H-isoquinolin-2-yl)-methanone). RXN SMILES: [Br:1][C:2]1[CH:3]=[N:4][C:5]2[N:6]([N:8]=[C:9]([C:11]([OH:13])=O)[CH:10]=2)[CH:7]=1.[N:14]1[CH:19]=[CH:18][C:17]([C:20]2[CH:21]=[C:22]3[C:27](=[CH:28][CH:29]=2)[CH2:26][NH:25][CH2:24][CH2:23]3)=[CH:16][CH:15]=1>>[Br:1][C:2]1[CH:3]=[N:4][C:5]2[N:6]([N:8]=[C:9]([C:11]([N:25]3[CH2:24][CH2:23][C:22]4[C:27](=[CH:28][CH:29]=[C:20]([C:17]5[CH:18]=[CH:19][N:14]=[CH:15][CH:16]=5)[CH:21]=4)[CH2:26]3)=[O:13])[CH:10]=2)[CH:7]=1. Reported procedure: In close analogy to the procedure described in Example 1, 6-bromo-pyrazolo[1,5-a]pyrimidine-2-carboxylic acid is reacted with 6-Pyridin-4-yl-1,2,3,4-tetrahydro-isoquinoline to provide the title compound in moderate yield. Yield: 71.0%. Starting materials: C(C)C(CN1C2=CC=C(C=C2C2=CC(=C3C(=C12)C=CC=C3)C(=O)C3=C(C=C(C=C3C)C)C)C(C3=C(C=CC=C3)F)=O)CCCC (11-(2-Ethylhexyl)-8-(2-fluorobenzoyl)-11H-benzo[a]carbazole-5-yl-(2,4,6-trimethylphenyl)-methanone), COCCO (2-methoxyethanol), CC(C)([O-])C.[K+] (potassium tert-butoxide), [Cl-].O[NH3+] (hydroxylammonium chloride). The solvent is N1=CC=CC=C1 (pyridine), O (water). Reported procedure: To 11-(2-Ethylhexyl)-8-(2-fluorobenzoyl)-11H-benzo[a]carbazole-5-yl-(2,4,6-trimethylphenyl)-methanone (5.98 g; 10.0 mmol) in pyridine (10 mL) are added 2-methoxyethanol (2.28 g; 30.00 mmol) and potassium tert-butoxide (1.68 g; 15.00 mmol) at room temperature. The mixture is heated at 80° C., and it is stirred for 3.5 hours. To the reaction mixture is added hydroxylammonium chloride (2.08 g; 30.00 mmol), and then the mixture is stirred at 100° C. overnight. After it is cooled at room temperature,... As a reaction SMILES: [CH2:1]([CH:3]([CH2:42][CH2:43][CH2:44][CH3:45])[CH2:4][N:5]1[C:17]2[C:12](=[CH:13][C:14]([C:22]([C:24]3[C:29]([CH3:30])=[CH:28][C:27]([CH3:31])=[CH:26][C:25]=3[CH3:32])=[O:23])=[C:15]3[CH:21]=[CH:20][CH:19]=[CH:18][C:16]3=2)[C:11]2[C:6]1=[CH:7][CH:8]=[C:9]([C:33](=O)[C:34]1[CH:39]=[CH:38][CH:37]=[CH:36][C:35]=1F)[CH:10]=2)[CH3:2].[CH3:46][O:47][CH2:48][CH2:49][OH:50].CC(C)([O-])C.[K+].[Cl-].[OH:58][NH3+:59]>N1C=CC=CC=1.O>[CH2:1]([CH:3]([CH2:42][CH2:43][CH2:44][CH3:45])[CH2:4][N:5]1[C:17]2[C:12](=[CH:13][C:14]([C:22](=[O:23])[C:24]3[C:25]([CH3:32])=[CH:26][C:27]([CH3:31])=[CH:28][C:29]=3[CH3:30])=[C:15]3[CH:21]=[CH:20][CH:19]=[CH:18][C:16]3=2)[C:11]2[C:6]1=[CH:7][CH:8]=[C:9]([C:33]([C:34]1[CH:39]=[CH:38][CH:37]=[CH:36][C:35]=1[O:50][CH2:49][CH2:48][O:47][CH3:46])=[N:59][OH:58])[CH:10]=2)[CH3:2] |f:2.3,4.5|. Reaction conditions: temperature 80 celsius, time 3.5 hour. Yields the product C(C)C(CN1C2=CC=C(C=C2C2=CC(=C3C(=C12)C=CC=C3)C(C3=C(C=C(C=C3C)C)C)=O)C(=NO)C3=C(C=CC=C3)OCCOC)CCCC ([11-(2-Ethylhexyl)-5-(2,4,6-trimethylbenzoyl)-11H-benzo[a]-carbazole-8-yl}-[2-(2-methoxyethoxy)phenyl]-methanone oxime).